Task: describe an organic reaction: reactants, conditions, products, and yield. Dataset: the Open Reaction Database (ORD), a public repository of structured organic reaction records Reactants: C(C1=CC=CC=C1)N(C1=C(C(=CC=C1)NS(=O)(=O)C)C)CC1=CC=C(OC2=CC=C(C=C2)CCC(=O)O)C=C1 (3-(4-{4-[(benzyl{2-methyl-3-[(methylsulfonyl)amino]phenyl}amino)methyl]phenoxy}phenyl)propanoic acid), NCCCO (3-amino-1-propanol). Product: C(C1=CC=CC=C1)N(C1=C(C(=CC=C1)NS(=O)(=O)C)C)CC1=CC=C(OC2=CC=C(C=C2)CCC(=O)NCCCO)C=C1 (3-(4-{4-[(benzyl{2-methyl-3-[(methylsulfonyl)amino]phenyl}amino)methyl]phenoxy}phenyl)-N-(3-hydroxypropyl)propanamide). Reaction SMILES: [CH2:1]([N:8]([CH2:21][C:22]1[CH:39]=[CH:38][C:25]([O:26][C:27]2[CH:32]=[CH:31][C:30]([CH2:33][CH2:34][C:35]([OH:37])=O)=[CH:29][CH:28]=2)=[CH:24][CH:23]=1)[C:9]1[CH:14]=[CH:13][CH:12]=[C:11]([NH:15][S:16]([CH3:19])(=[O:18])=[O:17])[C:10]=1[CH3:20])[C:2]1[CH:7]=[CH:6][CH:5]=[CH:4][CH:3]=1.[NH2:40][CH2:41][CH2:42][CH2:43][OH:44]>>[CH2:1]([N:8]([CH2:21][C:22]1[CH:39]=[CH:38][C:25]([O:26][C:27]2[CH:32]=[CH:31][C:30]([CH2:33][CH2:34][C:35]([NH:40][CH2:41][CH2:42][CH2:43][OH:44])=[O:37])=[CH:29][CH:28]=2)=[CH:24][CH:23]=1)[C:9]1[CH:14]=[CH:13][CH:12]=[C:11]([NH:15][S:16]([CH3:19])(=[O:18])=[O:17])[C:10]=1[CH3:20])[C:2]1[CH:3]=[CH:4][CH:5]=[CH:6][CH:7]=1. Reported procedure: The product from Example 104A and 3-amino-1-propanol were processed as described in Example 147 to provide the title compound. 1H NMR (500 MHz, DMSO-D6) δ ppm 8.95 (s, 1 H), 7.75 (t, 1 H), 7.26 (m, 6 H), 7.19 (m, 3 H), 7.04 (t, 1 H), 6.96 (m, 2 H), 6.87 (m, 4 H), 4.05 (s, 2 H), 4.01 (s, 2 H), 3.35 (m, 2 H), 3.07 (dd, 2 H), 2.91 (s, 3 H), 2.78 (t, 2 H), 2.39 (s, 3 H), 2.34 (t, 2 H), 1.50 (m, 2 H); MS (ESI+) m/z 602 (M+H)+.